Task: describe an organic reaction: reactants, conditions, products, and yield. Dataset: the Open Reaction Database (ORD), a public repository of structured organic reaction records The reactants are O=C([O-])[O-], CC#N, O=[N+]([O-])c1cc(F)c(O)cc1F, CCCI, [K+], [K+]. The product is CCCOc1cc(F)c([N+](=O)[O-])cc1F. Reaction SMILES: [C:13](=[O:14])([O-:15])[O-:16].[CH3:23][C:24]#[N:25].[F:1][c:2]1[c:3]([OH:12])[cH:4][c:5]([F:11])[c:6]([N+:8](=[O:9])[O-:10])[cH:7]1.[I:19][CH2:20][CH2:21][CH3:22].[K+:17].[K+:18]>>[F:1][c:2]1[c:3]([O:12][CH2:20][CH2:21][CH3:22])[cH:4][c:5]([F:11])[c:6]([N+:8](=[O:9])[O-:10])[cH:7]1.